Dataset: the Open Reaction Database (ORD), a public repository of structured organic reaction records. Task: describe an organic reaction: reactants, conditions, products, and yield Starting materials: N#N (N2), COC=1C=C(C=CC1OC)C(CCCC)=NO (3′,4′-dimethoxyvalerophenone oxime), C([O-])([O-])=O.[Na+].[Na+] (sodium carbonate). The reagents and catalysts are [Pd] (Pd/C). Run in O (water), C(C)(=O)O (acetic acid). The product is COC=1C=C(C=CC1OC)C(CCCC)N (1-(3′,4′-Dimethoxyphenyl)pentylamine). The yield is 87.4%. As a reaction SMILES: N#N.[CH3:3][O:4][C:5]1[CH:6]=[C:7]([C:13](=[N:18]O)[CH2:14][CH2:15][CH2:16][CH3:17])[CH:8]=[CH:9][C:10]=1[O:11][CH3:12].C(=O)([O-])[O-].[Na+].[Na+]>C(O)(=O)C.O.[Pd]>[CH3:3][O:4][C:5]1[CH:6]=[C:7]([CH:13]([NH2:18])[CH2:14][CH2:15][CH2:16][CH3:17])[CH:8]=[CH:9][C:10]=1[O:11][CH3:12] |f:2.3.4|. Procedure: To an N2 flushed solution of 3′,4′-dimethoxyvalerophenone oxime (0.5 grams, 2.1 mmol) in glacial acetic acid (10 milliliters) was added 0.1 grams of 5% Pd/C. The mixture was treated with 60 psi of H2 in a Parr Type Shaker for 24 hours. The catalyst was filtered off through celite and the filtrate was concentrated in vacuo to afford a yellow oil. The oil was taken up in water, the pH was adjusted to 12 using a saturated solution of sodium carbonate, and extracted with methylene chloride. The orga... Reactants: [Al+3], O=S(=O)(Cl)c1ccc(Oc2ccc(F)cc2)cc1, [H-], [H-], [H-], [H-], [Li+], C1CCOC1. The product is Fc1ccc(Oc2ccc(S)cc2)cc1. As a reaction SMILES: [Al+3:2].[F:7][c:8]1[cH:9][cH:10][c:11]([O:12][c:13]2[cH:14][cH:15][c:16]([S:19]([Cl:20])(=[O:21])=[O:22])[cH:17][cH:18]2)[cH:23][cH:24]1.[H-:1].[H-:4].[H-:5].[H-:6].[Li+:3].[O:25]1[CH2:26][CH2:27][CH2:28][CH2:29]1>>[F:7][c:8]1[cH:9][cH:10][c:11]([O:12][c:13]2[cH:14][cH:15][c:16]([SH:19])[cH:17][cH:18]2)[cH:23][cH:24]1. Solvent: O (water). Run at temperature 120 celsius, time 16 hour. Reaction SMILES: CN(C=O)C.Cl[C:7]1[C:8]2[CH:19]=[C:18]([C:20]3[CH:25]=[CH:24][CH:23]=[CH:22][CH:21]=3)[CH:17]=[CH:16][C:9]=2[N:10]([CH3:15])[C:11](=[O:14])[CH2:12][N:13]=1.[CH:26]([C:28]1[CH:29]=[C:30](B(O)O)[CH:31]=[CH:32][CH:33]=1)=[O:27].P([O-])([O-])([O-])=O.[K+].[K+].[K+]>O.C1C=CC([P]([Pd]([P](C2C=CC=CC=2)(C2C=CC=CC=2)C2C=CC=CC=2)([P](C2C=CC=CC=2)(C2C=CC=CC=2)C2C=CC=CC=2)[P](C2C=CC=CC=2)(C2C=CC=CC=2)C2C=CC=CC=2)(C2C=CC=CC=2)C2C=CC=CC=2)=CC=1>[CH3:15][N:10]1[C:9]2[CH:16]=[CH:17][C:18]([C:20]3[CH:25]=[CH:24][CH:23]=[CH:22][CH:21]=3)=[CH:19][C:8]=2[C:7]([C:32]2[CH:33]=[C:28]([CH:29]=[CH:30][CH:31]=2)[CH:26]=[O:27])=[N:13][CH2:12][C:11]1=[O:14] |f:3.4.5.6,^1:49,51,70,89|. Yields the product CN1C(CN=C(C2=C1C=CC(=C2)C2=CC=CC=C2)C=2C=C(C=O)C=CC2)=O (3-(1-Methyl-2-oxo-7-phenyl-2,3-dihydro-1H-benzo[e][1,4]diazepin-5-yl)-benzaldehyde). The reagents and catalysts are C=1C=CC(=CC1)[P](C=2C=CC=CC2)(C=3C=CC=CC3)[Pd]([P](C=4C=CC=CC4)(C=5C=CC=CC5)C=6C=CC=CC6)([P](C=7C=CC=CC7)(C=8C=CC=CC8)C=9C=CC=CC9)[P](C=1C=CC=CC1)(C=1C=CC=CC1)C=1C=CC=CC1 (Pd(PPh3)4). Reported procedure: To 5 mL of degazed DMF were added 5-chloro-1-methyl-7-phenyl-1,3-dihydro-benzo[e][1,4]diazepin-2-one (200 mg, 0.52 mmol), 3-formylbenzene boronic acid (160 mg, 1.32 mmoles), tripotassium phosphate (300 mg, 1.42 mmol), Pd(PPh3)4 (30 mg, 0.03 mmoles). The mixture was stirred for 16 hours at 120° C. under nitrogen atmosphere. The working solution was diluted ten times with water and extracted three times with ethyl acetate. The organic phase was dried over Na2SO4 and concentrated until dryness. The... The yield is 64.0%. Starting materials: CN(C)C=O (DMF), ClC=1C2=C(N(C(CN1)=O)C)C=CC(=C2)C2=CC=CC=C2 (5-chloro-1-methyl-7-phenyl-1,3-dihydro-benzo[e][1,4]diazepin-2-one), C(=O)C=1C=C(C=CC1)B(O)O (3-formylbenzene boronic acid), P(=O)([O-])([O-])[O-].[K+].[K+].[K+] (tripotassium phosphate). Reactants: C1(=CC=CC=C1)OC=1C=CC(=C(C(=O)OC)C1)C(F)(F)F (methyl 5-(phenyloxy)-2-(trifluoromethyl)benzoate), [OH-].[Na+] (sodium hydroxide). Solvent: C(C)O (ethanol). Run at time 8 hour. The product is C1(=CC=CC=C1)OC=1C=CC(=C(C(=O)O)C1)C(F)(F)F (5-(Phenyloxy)-2-(trifluoromethyl)benzoic acid). Yield: 112.6%. As a reaction SMILES: [C:1]1([O:7][C:8]2[CH:9]=[CH:10][C:11]([C:18]([F:21])([F:20])[F:19])=[C:12]([CH:17]=2)[C:13]([O:15]C)=[O:14])[CH:6]=[CH:5][CH:4]=[CH:3][CH:2]=1.[OH-].[Na+]>C(O)C>[C:1]1([O:7][C:8]2[CH:9]=[CH:10][C:11]([C:18]([F:19])([F:20])[F:21])=[C:12]([CH:17]=2)[C:13]([OH:15])=[O:14])[CH:2]=[CH:3][CH:4]=[CH:5][CH:6]=1 |f:1.2|. Reported procedure: To a solution of methyl 5-(phenyloxy)-2-(trifluoromethyl)benzoate (0.504 g, 1.70 mmol) in ethanol (20 ml), was added 2 M aqueous sodium hydroxide (2.0 ml, 4 mmol). The solution was stirred and left to stand overnight. The solvent was evaporated in vacuo. The residue was dissolved in water and diluted with aqueous 2 M HCl. The mixture extracted with chloroform and the phases separated using a hydrophobic frit. The solvent was removed in vacuo to give a colourless oil (0.540 g). The residue was di... Starting materials: CSC1=CC=C(C=C1)B(O)O ([4-(methylthio)phenyl]boronic acid), BrC1=NC=C(C=C1)Br (2,5-dibromo pyridine). Yields the product BrC=1C=CC(=NC1)C1=CC=C(C=C1)SC (5-bromo-2-[4-(methylthio)phenyl]pyridine). Reaction SMILES: [CH3:1][S:2][C:3]1[CH:8]=[CH:7][C:6](B(O)O)=[CH:5][CH:4]=1.Br[C:13]1[CH:18]=[CH:17][C:16]([Br:19])=[CH:15][N:14]=1>>[Br:19][C:16]1[CH:17]=[CH:18][C:13]([C:6]2[CH:7]=[CH:8][C:3]([S:2][CH3:1])=[CH:4][CH:5]=2)=[N:14][CH:15]=1. Procedure: Prepared according to the procedure Coupling-2 using [4-(methylthio)phenyl]boronic acid and 2,5-dibromo pyridine afforded the title compound in a mixture of isomer containing 2-bromo-5-[4-(methylthio)phenyl]pyridine. Reaction SMILES: [BH4-:30].[CH2:1]([CH3:2])[O:3][C:4]([CH2:5][c:6]1[cH:7][cH:8][c:9](-[c:12]2[o:13][c:14]([CH3:28])[c:15]([CH2:17][O:18][c:19]3[n:20][o:21][c:22]([C:24](=[O:25])[O:26][CH3:27])[cH:23]3)[n:16]2)[cH:10][cH:11]1)=[O:29].[CH3:33][OH:34].[Na+:31].[OH2:32]>>[CH2:1]([CH3:2])[O:3][C:4]([CH2:5][c:6]1[cH:7][cH:8][c:9](-[c:12]2[o:13][c:14]([CH3:28])[c:15]([CH2:17][O:18][c:19]3[n:20][o:21][c:22]([CH2:24][OH:25])[cH:23]3)[n:16]2)[cH:10][cH:11]1)=[O:29]. Starting materials: [BH4-], CCOC(=O)Cc1ccc(-c2nc(COc3cc(C(=O)OC)on3)c(C)o2)cc1, CO, [Na+], O. Yields the product CCOC(=O)Cc1ccc(-c2nc(COc3cc(CO)on3)c(C)o2)cc1.